From a dataset of the Open Reaction Database (ORD), a public repository of structured organic reaction records. describe an organic reaction: reactants, conditions, products, and yield The reactants are C(C)(C)(C)OC(=O)N1C(CCC1)/C=C/C1=CC=C(C(=O)OCC)C=C1 (ethyl (E)-4-[2-[1-(tert-butoxycarbonyl)-2-pyrrolidinyl]ethenyl]benzoate), C(=O)(C(F)(F)F)O (TFA). Run in C(Cl)Cl (CH2Cl2). Run at time 3 hour. The product is N1C(CCC1)/C=C/C1=CC=C(C(=O)OCC)C=C1 (ethyl (E)-4-[2-(2-pyrrolidinyl) ethenyl]benzoate). The yield is 87.1%. RXN SMILES: C(OC([N:8]1[CH2:12][CH2:11][CH2:10][CH:9]1/[CH:13]=[CH:14]/[C:15]1[CH:25]=[CH:24][C:18]([C:19]([O:21][CH2:22][CH3:23])=[O:20])=[CH:17][CH:16]=1)=O)(C)(C)C.C(O)(C(F)(F)F)=O>C(Cl)Cl>[NH:8]1[CH2:12][CH2:11][CH2:10][CH:9]1/[CH:13]=[CH:14]/[C:15]1[CH:25]=[CH:24][C:18]([C:19]([O:21][CH2:22][CH3:23])=[O:20])=[CH:17][CH:16]=1. Procedure: To a stirred solution of ethyl (E)-4-[2-[1-(tert-butoxycarbonyl)-2-pyrrolidinyl]ethenyl]benzoate (700 mg, 2.03 mmol) in CH2Cl2 (3 mL) was added TFA (3 mL) and the resulting mixture was stirred for 3 hr. The mixture was concentrated and the residue was made basic by the addition of sat. NaHCO3. The mixture was extracted with CHCl3 (2×100 mL). The combined extracts were dried over Na2CO3 and concentrated in vacuo to give 434 mg (87%) ethyl (E)-4-[2-(2-pyrrolidinyl) ethenyl]benzoate as a brown oil.... Reactants: O1CCOC2=C1C=CC(=C2)CCCCC(=O)OCC (ethyl 5-(2,3-dihydro-1,4-benzodioxin-6-yl)pentanoate), C(C)(=O)OCC (Ethyl acetate), [H-].[Al+3].[Li+].[H-].[H-].[H-] (lithium aluminum hydride), S(=O)(=O)([O-])[O-].[Na+].[Na+] (sodium sulfate). The solvent is C1CCOC1 (THF), C1CCOC1 (THF). The product is O1CCOC2=C1C=CC(=C2)CCCCCO (5-(2,3-dihydro-1,4-benzodioxin-6-yl)pentan-1-ol). Yield: 88.7%. RXN SMILES: [H-].[Al+3].[Li+].[H-].[H-].[H-].[O:7]1[C:12]2[CH:13]=[CH:14][C:15]([CH2:17][CH2:18][CH2:19][CH2:20][C:21](OCC)=[O:22])=[CH:16][C:11]=2[O:10][CH2:9][CH2:8]1.S([O-])([O-])(=O)=O.[Na+].[Na+].C(OCC)(=O)C>C1COCC1>[O:7]1[C:12]2[CH:13]=[CH:14][C:15]([CH2:17][CH2:18][CH2:19][CH2:20][CH2:21][OH:22])=[CH:16][C:11]=2[O:10][CH2:9][CH2:8]1 |f:0.1.2.3.4.5,7.8.9|. Procedure details: To a suspension of lithium aluminum hydride (418 mg) in anhydrous THF (25 mL) was added dropwise under ice-cooling a solution of ethyl 5-(2,3-dihydro-1,4-benzodioxin-6-yl)pentanoate (2.91 g) in anhydrous THF (10 mL) under nitrogen atmosphere. The mixture was stirred under ice-cooling for 30 minutes, and then a saturated aqueous sodium sulfate solution was added dropwise thereto, followed by stirring at room temperature for 1 hour. Ethyl acetate was added thereto, and the organic layer was washed...